Dataset: the Open Reaction Database (ORD), a public repository of structured organic reaction records. Task: describe an organic reaction: reactants, conditions, products, and yield The reactants are ClC1=CC=C(C=C1)C1=CC(=C(C=C1)C)C1C(C(OC(C1=O)(C)C)(C)C)=O (4-(4′-chloro-4-methylbiphenyl-3-yl)-2,2,6,6-tetramethylpyran-3,5-dione), S(=O)(=O)(Cl)Cl (sulfuryl chloride), S(=O)(=O)(Cl)Cl (sulfuryl chloride), S(=O)(=O)(Cl)Cl (sulfuryl chloride). The solvent is C(Cl)(Cl)Cl (chloroform), C(Cl)(Cl)Cl (chloroform). Reaction conditions: temperature 0 celsius, time 30 minute. The product is ClC1(C(C(OC(C1=O)(C)C)(C)C)=O)C=1C=C(C=CC1C)C1=CC=C(C=C1)Cl (4-chloro-4-(4′-chloro-4-methylbiphenyl-3-yl)-2,2,6,6-tetramethyl-pyran-3,5-dione). Reaction SMILES: [Cl:1][C:2]1[CH:7]=[CH:6][C:5]([C:8]2[CH:13]=[CH:12][C:11]([CH3:14])=[C:10]([CH:15]3[C:20](=[O:21])[C:19]([CH3:23])([CH3:22])[O:18][C:17]([CH3:25])([CH3:24])[C:16]3=[O:26])[CH:9]=2)=[CH:4][CH:3]=1.S(Cl)([Cl:30])(=O)=O>C(Cl)(Cl)Cl>[Cl:30][C:15]1([C:10]2[CH:9]=[C:8]([C:5]3[CH:6]=[CH:7][C:2]([Cl:1])=[CH:3][CH:4]=3)[CH:13]=[CH:12][C:11]=2[CH3:14])[C:20](=[O:21])[C:19]([CH3:22])([CH3:23])[O:18][C:17]([CH3:25])([CH3:24])[C:16]1=[O:26]. Procedure: To a solution of 4-(4′-chloro-4-methylbiphenyl-3-yl)-2,2,6,6-tetramethylpyran-3,5-dione in anhydrous chloroform (3 ml) at 0° C. is added a second solution of sulfuryl chloride (0.025 ml, 0.315 mmol) in anhydrous chloroform (0.3 ml) dropwise. The reaction mixture is stirred for 30 minutes at 0° C. then for a further 1 hour at room temperature. Additional sulfuryl chloride (0.025 ml, 0.315 mmol) is next added, followed by warming to 60° C. for 2 hours, followed by addition of further sulfuryl chlo... Solvent: CO (methanol). Product: CC(C(=S)OC)CCCCCCC(=O)OC (dimethyl 2-methylthioazelate). RXN SMILES: C[SH:2].C[O-].[Na+].[Na].C12(C)C(C)(C)C(CC1)C[CH2+:8]2[CH:16]([CH2:21][CH2:22][CH2:23][CH2:24][CH2:25][CH2:26][C:27]([O:29][CH3:30])=[O:28])[C:17]([O:19][CH3:20])=O>CO>[CH3:8][CH:16]([CH2:21][CH2:22][CH2:23][CH2:24][CH2:25][CH2:26][C:27]([O:29][CH3:30])=[O:28])[C:17]([O:19][CH3:20])=[S:2] |f:1.2,^1:5|. Yield: 58.0%. Reported procedure: Methyl mercaptan (excess) is passed into a rapidly stirred solution of sodium methoxide (13.5 g., 0.25 mole) in dry methanol (200 ml.) at 0° C. to generate sodium methylmercaptide. The resulting solution is treated with dimethyl 2-bormoazelate (55.0 g., 0.186 mole), then stirred and heated at reflux under nitrogen for 5 hours. The reaction solution is concentrated in vacuo, diluted with ether and filtered. The filtrate is washed with water (until the washings are neutral), dried over sodium sulf... The reactants are CS (Methyl mercaptan), C[O-].[Na+] (sodium methoxide), C12([CH2+](CC(CC1)C2(C)C)C(C(=O)OC)CCCCCCC(=O)OC)C (dimethyl 2-bormoazelate), [Na] (sodium). Product: O=C(OCC1CC1)c1ncn2c1C1CCCN1C(=O)c1c(Cl)cccc1-2. Reaction SMILES: [Cl:1][c:2]1[cH:3][cH:4][cH:5][c:6]2[c:7]1[C:8](=[O:24])[N:9]1[CH:10]([c:11]3[n:12]-2[cH:13][n:14][c:15]3[C:16](=[O:17])[O:18][CH2:19][CH3:20])[CH2:21][CH2:22][CH2:23]1.[K:30][C:31]#[N:32].[OH:25][CH2:26][CH:27]1[CH2:28][CH2:29]1>>[Cl:1][c:2]1[cH:3][cH:4][cH:5][c:6]2[c:7]1[C:8](=[O:24])[N:9]1[CH:10]([c:11]3[n:12]-2[cH:13][n:14][c:15]3[C:16](=[O:17])[O:18][CH2:19][CH:20]2[CH2:26][CH2:27]2)[CH2:21][CH2:22][CH2:23]1. The reactants are CCOC(=O)c1ncn2c1C1CCCN1C(=O)c1c(Cl)cccc1-2, N#C[K], OCC1CC1.